Dataset: the Open Reaction Database (ORD), a public repository of structured organic reaction records. Task: describe an organic reaction: reactants, conditions, products, and yield The reactants are CCOCC (Ether), C(C)(C)(C)OC(=O)N1C=NC2=C1C=CC(=C2C)N=C=S (1-tert-butoxycarbonyl-4-methyl-5-benzimidazolylisothiocyanate), C(CN)N (ethylenediamine). The solvent is C(Cl)Cl (CH2Cl2), C(Cl)Cl (CH2Cl2). Run at time 3 hour. The product is C(C)(C)(C)OC(=O)N1C=NC2=C1C=CC(=C2C)NC(=S)NCCN (N-(1-tert-butoxycarbonyl-4-methyl-5-benzimidazolyl)-N'-2-aminoethylthiourea). RXN SMILES: [C:1]([O:5][C:6]([N:8]1[C:12]2[CH:13]=[CH:14][C:15]([N:18]=[C:19]=[S:20])=[C:16]([CH3:17])[C:11]=2[N:10]=[CH:9]1)=[O:7])([CH3:4])([CH3:3])[CH3:2].[CH2:21]([NH2:24])[CH2:22][NH2:23].CCOCC>C(Cl)Cl>[C:1]([O:5][C:6]([N:8]1[C:12]2[CH:13]=[CH:14][C:15]([NH:18][C:19]([NH:23][CH2:22][CH2:21][NH2:24])=[S:20])=[C:16]([CH3:17])[C:11]=2[N:10]=[CH:9]1)=[O:7])([CH3:4])([CH3:2])[CH3:3]. Reported procedure: A solution of 1-tert-butoxycarbonyl-4-methyl-5-benzimidazolylisothiocyanate (7.0 g) in CH2Cl2 (600 mL) is added dropwise over 45 minutes to ethylenediamine (8 mL) in solution in CH2Cl2 (200 mL). The mixture is stirred for 3 hours at room temperature. Ether (150 mL) is added to the suspension and the mixture is stirred for 10 minutes at room temperature. The solid is filtered. The filtrate is rotary evaporated, the residue diluted with CH2Cl2 and reprecipitated with ether to afford a second crop.... Reactants: ClC1=C(C=CC=C1)CCCCC1=C(OCC(CN(C)C)O)C=CC=C1 (1-{2-[4-(2-chlorophenyl)butyl]phenoxy}-3-dimethylamino-2-propanol), Cl (hydrochloride), Sephadex. Yields the product Cl.ClC1=C(C=CC=C1)CCCCC1=C(OCC(CN(C)C)O)C=CC=C1 (1-{2-[4-(2-Chlorophenyl)butyl]phenoxy}-3-dimethylamino-2-propanol hydrochloride). Isolated yield 144.6%. Reaction SMILES: [Cl:1][C:2]1[CH:7]=[CH:6][CH:5]=[CH:4][C:3]=1[CH2:8][CH2:9][CH2:10][CH2:11][C:12]1[CH:25]=[CH:24][CH:23]=[CH:22][C:13]=1[O:14][CH2:15][CH:16]([OH:21])[CH2:17][N:18]([CH3:20])[CH3:19].Cl>>[ClH:1].[Cl:1][C:2]1[CH:7]=[CH:6][CH:5]=[CH:4][C:3]=1[CH2:8][CH2:9][CH2:10][CH2:11][C:12]1[CH:25]=[CH:24][CH:23]=[CH:22][C:13]=1[O:14][CH2:15][CH:16]([OH:21])[CH2:17][N:18]([CH3:19])[CH3:20] |f:2.3|. Reported procedure: Following a procedure similar to that described in Example 17(c), 500 mg of 1-{2-[4-(2-chlorophenyl)butyl]phenoxy}-3-dimethylamino-2-propanol [prepared as described in step (b) above] were converted to the hydrochloride by passing it through a column packed with CM Sephadex C-25 (H+ type). The crude product was purified as described in Example 17(c), to give 398 mg (yield 72%) of the title compound as a colorless oil. Starting materials: C(C)(C)N(C(COC1=CC=C(C=C1)C1=C(C=C(C=C1Cl)C=O)Cl)=O)C(C)C (N,N-bis-(isopropyl)-2-[[2', 6'-dichloro-4'-formyl-(1,1'-biphenyl)-4-yl]oxy]-acetamide), O1CCCC1 (tetrahydrofuran), O.Cl(=O)[O-].[Na+] (sodium chlorite monohydrate), NS(=O)(=O)O (amidosulfonic acid). Run in O (water), C(C)(=O)OCC (ethyl acetate). Run at time 90 minute. Yields the product C(C)(C)N(C(COC1=CC=C(C=C1)C1=C(C=C(C=C1Cl)C(=O)O)Cl)=O)C(C)C (4'-[2-[bis-(isopropyl)-amino]-2-oxoethoxy]-2,6-dichloro-(1,1'-biphenyl)-4-carboxylic acid). As a reaction SMILES: [CH:1]([N:4]([CH:25]([CH3:27])[CH3:26])[C:5](=[O:24])[CH2:6][O:7][C:8]1[CH:13]=[CH:12][C:11]([C:14]2[C:19]([Cl:20])=[CH:18][C:17]([CH:21]=[O:22])=[CH:16][C:15]=2[Cl:23])=[CH:10][CH:9]=1)([CH3:3])[CH3:2].[O:28]1CCCC1.O.Cl([O-])=O.[Na+].NS(O)(=O)=O>C(OCC)(=O)C.O>[CH:25]([N:4]([CH:1]([CH3:3])[CH3:2])[C:5](=[O:24])[CH2:6][O:7][C:8]1[CH:9]=[CH:10][C:11]([C:14]2[C:19]([Cl:20])=[CH:18][C:17]([C:21]([OH:28])=[O:22])=[CH:16][C:15]=2[Cl:23])=[CH:12][CH:13]=1)([CH3:27])[CH3:26] |f:2.3.4|. Procedure details: 124 mg of the product of Stage E were mixed with 2 ml of tetrahydrofuran, 3.5 ml of water, 98 mg of sodium chlorite monohydrate and 87 mg of amidosulfonic acid and the mixture was stirred for 90 minutes at ambient temperature and evaporated under reduced pressure to obtain a residue which was obtained which is taken up in ethyl acetate. The organic phase was washed with IN sodium hydroxide, dried over magnesium sulfate and evaporated under reduced pressure to obtain 97.8 mg of the expected produ... Starting materials: C1CCNCC1, COCOc1ccc(C=O)cc1OCOC, Cc1ccccc1, CCCCCC, O=C(O)c1ccccc1, O=C1CSC(=O)N1. Product: COCOc1ccc(C=C2SC(=O)NC2=O)cc1OCOC. As a reaction SMILES: [CH2:33]1[CH2:34][CH2:35][NH:36][CH2:37][CH2:38]1.[CH3:1][O:2][CH2:3][O:4][c:5]1[cH:6][c:7]([CH:8]=[O:9])[cH:10][cH:11][c:12]1[O:13][CH2:14][O:15][CH3:16].[CH3:39][c:40]1[cH:41][cH:42][cH:43][cH:44][cH:45]1.[CH3:46][CH2:47][CH2:48][CH2:49][CH2:50][CH3:51].[OH:24][C:25]([c:26]1[cH:27][cH:28][cH:29][cH:30][cH:31]1)=[O:32].[S:17]1[C:18](=[O:23])[NH:19][C:20](=[O:22])[CH2:21]1>>[CH3:1][O:2][CH2:3][O:4][c:5]1[cH:6][c:7]([CH:8]=[C:21]2[S:17][C:18](=[O:23])[NH:19][C:20]2=[O:22])[cH:10][cH:11][c:12]1[O:13][CH2:14][O:15][CH3:16]. Starting materials: OC1=NC(=NC(=C1NC(C1=CC(=C(C(=C1)C)OC)C)=O)O)SC (N-(4,6-dihydroxy-2-methylsulfanylpyrimidin-5-yl)-4-methoxy-3,5-dimethylbenzamide), S([O-])(O)(=O)=O.[Na+] (sodium bisulfate), P(=O)(Cl)(Cl)Cl (phosphorus oxychloride). Run at temperature 70 celsius, time 10 minute. The product is ClC=1C2=C(N=C(N1)SC)OC(=N2)C2=CC(=C(C(=C2)C)OC)C (7-Chloro-2-(4-methoxy-3,5-dimethylphenyl)-5-methylsulfanyloxazolo[5,4-d]pyrimidine). Reaction SMILES: O[C:2]1[C:7]([NH:8][C:9](=[O:20])[C:10]2[CH:15]=[C:14]([CH3:16])[C:13]([O:17][CH3:18])=[C:12]([CH3:19])[CH:11]=2)=[C:6](O)[N:5]=[C:4]([S:22][CH3:23])[N:3]=1.S(=O)(=O)(O)[O-].[Na+].P(Cl)(Cl)([Cl:32])=O>>[Cl:32][C:2]1[C:7]2[N:8]=[C:9]([C:10]3[CH:15]=[C:14]([CH3:16])[C:13]([O:17][CH3:18])=[C:12]([CH3:19])[CH:11]=3)[O:20][C:6]=2[N:5]=[C:4]([S:22][CH3:23])[N:3]=1 |f:1.2|. Procedure details: At room temperature, 45.95 g of N-(4,6-dihydroxy-2-methylsulfanylpyrimidin-5-yl)-4-methoxy-3,5-dimethylbenzamide were suspended with stirring in 125 ml of phosphorus oxychloride, and the mixture was heated at 70° C. for 36 hours. After cooling, the reaction mixture was sucked through a glass frit, giving a yellow solid which was introduced with stirring into a saturated aqueous sodium bisulfate solution and stirred for 10 min. The solid was then filtered off with suction, washed until neutral an... The reactants are BrC1=CC=C(C=C1)N1C=NC=C1C(=O)OCC (Ethyl 1-(4-bromophenyl)-1H-imidazole-5-carboxylate), [H-].[Al+3].[Li+].[H-].[H-].[H-] (lithium aluminium hydride). Run in C1CCOC1 (THF). Run at temperature -20 celsius. Yields the product BrC1=CC=C(C=C1)N1C=NC=C1CO ([3-(4-bromophenyl)-3H-imidazol-4-yl]-methanol). RXN SMILES: [Br:1][C:2]1[CH:7]=[CH:6][C:5]([N:8]2[C:12]([C:13](OCC)=[O:14])=[CH:11][N:10]=[CH:9]2)=[CH:4][CH:3]=1.[H-].[Al+3].[Li+].[H-].[H-].[H-]>C1COCC1>[Br:1][C:2]1[CH:3]=[CH:4][C:5]([N:8]2[C:12]([CH2:13][OH:14])=[CH:11][N:10]=[CH:9]2)=[CH:6][CH:7]=1 |f:1.2.3.4.5.6|. Reported procedure: To a solution of 3-(4-bromophenyl)-3H-imidazole-4-carboxylic acid ethyl ester (4) (590 mg, 2.0 mmol) in dry THF was added lithium aluminium hydride (2.4 mL, 2.4 mmol, 1.0M in THF) dropwise at −40° C. under nitrogen, and the resulting mixture slowly warmed to −20° C. over 1 h. The reaction mixture was then quenched with saturated aqueous ammonium chloride solution (3 mL) at −20° C. and diluted with ethyl acetate (40 mL). The suspension was filtered and the filtrate was washed with brine (20 mL), ... The reactants are COC=1C(=C(C(=O)NN)C=CC1)C (3-Methoxy-2-methyl-benzoic acid hydrazide), P-tetralone, CCOCC (ether). The reagents and catalysts are C(C)(=O)O (acetic acid). The solvent is CO (methanol). The product is C1C(CCC2=CC=CC=C12)=NNC(C1=C(C(=CC=C1)OC)C)=O (3-methoxy-2-methyl-benzoic acid (3,4-dihydro-1H-naphthalen-2-ylidene)-hydrazide). Reaction SMILES: [CH3:1][O:2][C:3]1[C:4]([CH3:13])=[C:5]([CH:10]=[CH:11][CH:12]=1)[C:6]([NH:8][NH2:9])=[O:7].CCO[CH2:17][CH3:18]>CO.C(O)(=O)C>[CH2:6]1[C:17]2[C:18](=[CH:12][CH:3]=[CH:4][CH:13]=2)[CH2:11][CH2:10][C:5]1=[N:9][NH:8][C:6](=[O:7])[C:5]1[CH:10]=[CH:11][CH:12]=[C:3]([O:2][CH3:1])[C:4]=1[CH3:13]. Reported procedure: 3-Methoxy-2-methyl-benzoic acid hydrazide (1.0 g) and P-tetralone (0.9 g) were mixed in 4 mL of methanol with 1 drop of acetic acid at room temperature for 10 minutes. Approximately 10 mL of ether were added and the mixture was refrigerated. Crystals of 3-methoxy-2-methyl-benzoic acid (3,4-dihydro-1H-naphthalen-2-ylidene)-hydrazide formed, which were collected by filtration (0.85 g). 1H NMR (300 MHz, CDCl3)δ(ppm): 6.8-7.3 (m, 4H), 3.75+3.8 (2 s, 3H), 3.45+3.7 (2 s, 2H), 2.85 (t, 2H), 2.4 (t, 2H)... The reactants are CI (methyl iodide), [H-].[Na+] (sodium hydride), suspension, ClC=1C=C2C(C(N(C2=CC1)CC1=C(C=C(C=C1)OC)OC)=O)(C)C1=C(C=CC(=C1)CO)Cl (5-Chloro-3-[2-chloro-5-(hydroxymethyl)phenyl]-1-(2,4-dimethoxybenzyl)-3-methylindolin-2-one). Solvent: O1CCCC1 (tetrahydrofuran). Reaction conditions: time 16 hour. Product: ClC=1C=C2C(C(N(C2=CC1)CC1=C(C=C(C=C1)OC)OC)=O)(C)C1=C(C=CC(=C1)COC)Cl (5-Chloro-3-[2-chloro-5-(methoxymethyl)phenyl]-1-(2,4-dimethoxybenzyl)-3-methylindolin-2-one). RXN SMILES: [CH3:1]I.[H-].[Na+].[Cl:5][C:6]1[CH:7]=[C:8]2[C:12](=[CH:13][CH:14]=1)[N:11]([CH2:15][C:16]1[CH:21]=[CH:20][C:19]([O:22][CH3:23])=[CH:18][C:17]=1[O:24][CH3:25])[C:10](=[O:26])[C:9]2([C:28]1[CH:33]=[C:32]([CH2:34][OH:35])[CH:31]=[CH:30][C:29]=1[Cl:36])[CH3:27]>O1CCCC1>[Cl:5][C:6]1[CH:7]=[C:8]2[C:12](=[CH:13][CH:14]=1)[N:11]([CH2:15][C:16]1[CH:21]=[CH:20][C:19]([O:22][CH3:23])=[CH:18][C:17]=1[O:24][CH3:25])[C:10](=[O:26])[C:9]2([C:28]1[CH:33]=[C:32]([CH2:34][O:35][CH3:1])[CH:31]=[CH:30][C:29]=1[Cl:36])[CH3:27] |f:1.2|. Procedure: 0.08 ml of methyl iodide and then, at 0° C., 0.02 g of sodium hydride as a 60% suspension in oil are added to 0.2 g of the compound of Example 140 in 2 ml of tetrahydrofuran. After stirring for 16 hours at room temperature, the reaction mixture is hydrolysed with a 5% aqueous ammonium chloride solution and extraction is carried out with ethyl acetate. The organic phase is washed with water and dried over anhydrous sodium sulphate. The solvents are evaporated under reduced pressure. The product i...